This data is from the Open Reaction Database (ORD), a public repository of structured organic reaction records. The task is: describe an organic reaction: reactants, conditions, products, and yield Starting materials: C1(=CC=CC=C1)C (toluene), BrC1=C(C=C(C=C1)C(CC(C(F)(F)F)(O)C1=CC(=CC(=C1)Cl)Cl)=O)C (4-bromo-3-methylphenyl-3-(3,5-dichlorophenyl)-4,4,4-trifluoro-3-hydroxybutan-1-one), C1(=CC=CC=C1)C (toluene), C(C)(=O)OC(C)=O (acetic anhydride). Reagents/catalysts: CN(C1=CC=NC=C1)C (4-dimethylaminopyridine). Run in N1=CC=CC=C1 (pyridine). Run at temperature 70 celsius, time 19 hour. Yields the product BrC1=C(C=C(C=C1)C(C=C(C(F)(F)F)C1=CC(=CC(=C1)Cl)Cl)=O)C (1-(4-bromo-3-methylphenyl)-3-(3,5-dichlorophenyl)-4,4,4-trifluoro-2-buten-1-one). RXN SMILES: [Br:1][C:2]1[CH:7]=[CH:6][C:5]([C:8](=[O:24])[CH2:9][C:10]([C:16]2[CH:21]=[C:20]([Cl:22])[CH:19]=[C:18]([Cl:23])[CH:17]=2)(O)[C:11]([F:14])([F:13])[F:12])=[CH:4][C:3]=1[CH3:25].C1(C)C=CC=CC=1.C(OC(=O)C)(=O)C>CN(C)C1C=CN=CC=1.N1C=CC=CC=1>[Br:1][C:2]1[CH:7]=[CH:6][C:5]([C:8](=[O:24])[CH:9]=[C:10]([C:16]2[CH:17]=[C:18]([Cl:23])[CH:19]=[C:20]([Cl:22])[CH:21]=2)[C:11]([F:13])([F:14])[F:12])=[CH:4][C:3]=1[CH3:25]. Procedure details: 2.28 g of 1-(4-bromo-3-methylphenyl-3-(3,5-dichlorophenyl)-4,4,4-trifluoro-3-hydroxybutan-1-one, 4 g of toluene and 1.02 g of acetic anhydride were fed, and the mixture was heated to 70° C. A toluene (0.56 g) solution of 61 mg of 4-dimethylaminopyridine, and then 0.59 g of pyridine were slowly added in dropwise, and the mixture was stirred for 19 hours to heat to 80° C. The mixture was cooled to room temperature and separated by adding water, and the solvent was distilled off under reduced press... Starting materials: C1CCOC1, CCC(C)Nc1cc(C(=O)OC)cc(CC(C)(F)F)n1, Cl, [Li+], [OH-]. Yields the product CCC(C)Nc1cc(C(=O)O)cc(CC(C)(F)F)n1. Reaction SMILES: [CH2:24]1[O:25][CH2:26][CH2:27][CH2:28]1.[CH3:1][O:2][C:3]([c:4]1[cH:5][c:6]([NH:15][CH:16]([CH3:17])[CH2:18][CH3:19])[n:7][c:8]([CH2:10][C:11]([CH3:12])([F:13])[F:14])[cH:9]1)=[O:20].[ClH:23].[Li+:21].[OH-:22]>>[O:2]=[C:3]([c:4]1[cH:5][c:6]([NH:15][CH:16]([CH3:17])[CH2:18][CH3:19])[n:7][c:8]([CH2:10][C:11]([CH3:12])([F:13])[F:14])[cH:9]1)[OH:20].